From a dataset of the Open Reaction Database (ORD), a public repository of structured organic reaction records. describe an organic reaction: reactants, conditions, products, and yield Starting materials: NC1=NC=CC(=C1/C=C/C(=O)OCC)OC1=CC=C(C=C1)[N+](=O)[O-] (Ethyl (E)-3-[2-amino-4-(4-nitrophenoxy)-3-pyridyl]-2-propenoate), [Cl-].[NH4+] (ammonium chloride), CN(C=O)C (dimethylformamide), C(C)O (ethanol). Reagents/catalysts: [Fe] (iron). The solvent is O (water). Yields the product NC1=NC=CC(=C1/C=C/C(=O)OCC)OC1=CC=C(C=C1)N (Ethyl (E)-3-[2-amino-4-(4-aminophenoxy)-3-pyridyl]-2-propenoate). RXN SMILES: [NH2:1][C:2]1[C:7](/[CH:8]=[CH:9]/[C:10]([O:12][CH2:13][CH3:14])=[O:11])=[C:6]([O:15][C:16]2[CH:21]=[CH:20][C:19]([N+:22]([O-])=O)=[CH:18][CH:17]=2)[CH:5]=[CH:4][N:3]=1.[Cl-].[NH4+].CN(C)C=O.C(O)C>[Fe].O>[NH2:1][C:2]1[C:7](/[CH:8]=[CH:9]/[C:10]([O:12][CH2:13][CH3:14])=[O:11])=[C:6]([O:15][C:16]2[CH:17]=[CH:18][C:19]([NH2:22])=[CH:20][CH:21]=2)[CH:5]=[CH:4][N:3]=1 |f:1.2|. Reported procedure: Ethyl (E)-3-[2-amino-4-(4-nitrophenoxy)-3-pyridyl]-2-propenoate (350 mg), iron powder (700 mg), ammonium chloride (1.4 g), dimethylformamide (7 ml), ethanol (2 ml) and water (2 ml) were stirred at 100° C. for 20 minutes. The mixture was filtered with celite, and then water and ethyl acetate were added for extraction. The organic layer was washed 5 times with ammonium chloride water and then dried over magnesium sulfate. The drying agent was filtered off and the solvent was distilled off under re... Reactants: BrCCCOC1CCCCO1, CN(C(=O)OC(C)(C)C)C1CCC(C=C(Br)Br)CC1, C1CCOC1, [Li]CCCC, CN1CCCN(C)C1=O, [Cl-], [NH4+]. Yields the product CN(C(=O)OC(C)(C)C)C1CCC(C#CCCCOC2CCCCO2)CC1. As a reaction SMILES: [Br:25][CH2:26][CH2:27][CH2:28][O:29][CH:30]1[O:31][CH2:32][CH2:33][CH2:34][CH2:35]1.[C:1]([CH3:2])([CH3:3])([CH3:4])[O:5][C:6]([N:7]([CH3:8])[CH:9]1[CH2:10][CH2:11][CH:12]([CH:15]=[C:16]([Br:17])[Br:18])[CH2:13][CH2:14]1)=[O:19].[CH2:38]1[O:39][CH2:40][CH2:41][CH2:42]1.[CH3:20][CH2:21][CH2:22][CH2:23][Li:24].[CH3:43][N:44]1[CH2:45][CH2:46][CH2:47][N:48]([CH3:49])[C:50]1=[O:51].[Cl-:36].[NH4+:37]>>[C:1]([CH3:2])([CH3:3])([CH3:4])[O:5][C:6]([N:7]([CH3:8])[CH:9]1[CH2:10][CH2:11][CH:12]([C:15]#[C:16][CH2:26][CH2:27][CH2:28][O:29][CH:30]2[O:31][CH2:32][CH2:33][CH2:34][CH2:35]2)[CH2:13][CH2:14]1)=[O:19]. Reactants: O=C(OOC(=O)c1ccccc1)c1ccccc1, ClC(Cl)(Cl)Cl, CCCCCC, Cc1sc(Cl)cc1Cl, O=C1CCC(=O)N1Br. Yields the product Clc1cc(Cl)c(CBr)s1. As a reaction SMILES: [C:17]([O:18][O:19][C:20](=[O:21])[c:22]1[cH:23][cH:24][cH:25][cH:26][cH:27]1)(=[O:28])[c:29]1[cH:30][cH:31][cH:32][cH:33][cH:34]1.[C:35]([Cl:36])([Cl:37])([Cl:38])[Cl:39].[CH3:40][CH2:41][CH2:42][CH2:43][CH2:44][CH3:45].[Cl:1][c:2]1[c:3]([CH3:8])[s:4][c:5]([Cl:7])[cH:6]1.[O:9]=[C:10]1[N:11]([Br:16])[C:12](=[O:13])[CH2:14][CH2:15]1>>[Cl:1][c:2]1[c:3]([CH2:8][Br:16])[s:4][c:5]([Cl:7])[cH:6]1. Starting materials: [N+](=O)([O-])C=1C=CC=C2C(=CC=C(C12)C(=O)O)C(=O)O (8-nitro-naphthalene-1,4-dicarboxylic acid), C(C)O (ethyl alcohol). Run in Cl (hydrogen chloride). Product: C(C)OC(=O)C1=CC=C(C2=C(C=CC=C12)[N+](=O)[O-])C(=O)O (4-ethoxycarbonyl-8-nitro-naphthalene-1-carboxylic acid). Reaction SMILES: [N+:1]([C:4]1[CH:5]=[CH:6][CH:7]=[C:8]2[C:13]=1[C:12]([C:14]([OH:16])=[O:15])=[CH:11][CH:10]=[C:9]2[C:17]([OH:19])=[O:18])([O-:3])=[O:2].[CH2:20](O)[CH3:21]>Cl>[CH2:20]([O:18][C:17]([C:9]1[C:8]2[C:13](=[C:4]([N+:1]([O-:3])=[O:2])[CH:5]=[CH:6][CH:7]=2)[C:12]([C:14]([OH:16])=[O:15])=[CH:11][CH:10]=1)=[O:19])[CH3:21]. Procedure details: 52 parts of 8-nitro-naphthalene-1,4-dicarboxylic acid are dissolved in 700 parts of absolute ethyl alcohol and the solution is boiled under reflux for 12 hours whilst continuously passing in hydrogen chloride gas. The resulting solution is evaporated in vacuo. The 4-ethoxycarbonyl-8-nitro-naphthalene-1-carboxylic acid of the formula ##STR15## which is obtained in this way, melts at 178° to 180°. Starting materials: CN1CCNCC1, C1=CC(=CC=C1O)Br. The reagents and catalysts are [Li+].C[Si](C)(C)[N-][Si](C)(C)C, CC(C)CN1CCN2CCN(P1N(CC2)CC(C)C)CC(C)C, CC(=O)O.CC(=O)O.[Pd]. Run in CC1=CC=CC=C1. Reaction conditions: temperature 80 celsius. Product: CN1CCN(CC1)C2=CC=C(C=C2)O. Yield: 51.0%. Procedure: diacetoxypalladium (0.039 g, 0.17 mmol) was added in one portion to 4-bromophenol (3 g, 17.34 mmol) and 1-methylpiperazine (2.308 mL, 20.81 mmol) in toluene (87 mL) at 25°C under nitrogen. To this was added toluene (87 mL) then a solution of 2,8,9-triisobutyl-2,5,8,9-tetraaza-1-phosphabicyclo[3.3.3]undecane (0.123 mL, 0.35 mmol) in Toluene (1 mL) and finally 1M LITHIUM BIS(TRIMETHYLSILYL)AMIDE (39.9 mL, 39.88 mmol) in THF was added dropwise over 1 minute. The resulting mixture was stirred at 80 ...